This data is from the Open Reaction Database (ORD), a public repository of structured organic reaction records. The task is: describe an organic reaction: reactants, conditions, products, and yield Reactants: CCOC(C)=O, O=C(CCl)c1ccccc1, O=C(OC1CN2CCC1CC2)C(Nc1ccccc1)c1ccccc1. The product is [Cl-], O=C(C[N+]12CCC(CC1)C(OC(=O)C(Nc1ccccc1)c1ccccc1)C2)c1ccccc1. As a reaction SMILES: [CH3:36][CH2:37][O:38][C:39]([CH3:40])=[O:41].[Cl:26][CH2:27][C:28](=[O:29])[c:30]1[cH:31][cH:32][cH:33][cH:34][cH:35]1.[c:1]1([CH:7]([C:8](=[O:9])[O:10][CH:11]2[CH2:12][N:13]3[CH2:14][CH2:15][CH:16]2[CH2:17][CH2:18]3)[NH:19][c:20]2[cH:21][cH:22][cH:23][cH:24][cH:25]2)[cH:2][cH:3][cH:4][cH:5][cH:6]1>>[Cl-:26].[c:1]1([CH:7]([C:8](=[O:9])[O:10][CH:11]2[CH2:12][N+:13]3([CH2:27][C:28](=[O:29])[c:30]4[cH:31][cH:32][cH:33][cH:34][cH:35]4)[CH2:14][CH2:15][CH:16]2[CH2:17][CH2:18]3)[NH:19][c:20]2[cH:21][cH:22][cH:23][cH:24][cH:25]2)[cH:2][cH:3][cH:4][cH:5][cH:6]1.